describe an organic reaction: reactants, conditions, products, and yield From a dataset of the Open Reaction Database (ORD), a public repository of structured organic reaction records. Starting materials: Br, O=C([O-])[O-], O=C(O)c1cccnc1, CCOC(C)=O, [Cl-], Cl, [K+], [K+], NCCCCc1ccc(-c2ccc(=O)[nH]n2)cc1, C1CCOC1. The product is O=C(NCCCCc1ccc(-c2ccc(=O)[nH]n2)cc1)c1cccnc1. As a reaction SMILES: [BrH:7].[C:1](=[O:2])([O-:3])[O-:4].[C:28]([c:29]1[cH:30][n:31][cH:32][cH:33][cH:34]1)(=[O:35])[OH:36].[CH3:37][CH2:38][O:39][C:40](=[O:41])[CH3:42].[Cl-:27].[ClH:26].[K+:5].[K+:6].[NH2:8][CH2:9][CH2:10][CH2:11][CH2:12][c:13]1[cH:14][cH:15][c:16](-[c:19]2[cH:20][cH:21][c:22](=[O:25])[nH:23][n:24]2)[cH:17][cH:18]1.[O:43]1[CH2:44][CH2:45][CH2:46][CH2:47]1>>[NH:8]([CH2:9][CH2:10][CH2:11][CH2:12][c:13]1[cH:14][cH:15][c:16](-[c:19]2[cH:20][cH:21][c:22](=[O:25])[nH:23][n:24]2)[cH:17][cH:18]1)[C:28]([c:29]1[cH:30][n:31][cH:32][cH:33][cH:34]1)=[O:35]. Starting materials: ClCCl, CN=C(N)[N+](C)(C)C, O=C1Nc2ccc(F)cc2CCC1I, [N-]=[N+]=[N-], O. Yields the product [N-]=[N+]=NC1CCc2cc(F)ccc2NC1=O. Reaction SMILES: [CH2:27]([Cl:28])[Cl:29].[CH3:18][N:19]=[C:20]([NH2:21])[N+:22]([CH3:23])([CH3:24])[CH3:25].[I:1][CH:2]1[C:3](=[O:14])[NH:4][c:5]2[c:6]([cH:9][c:10]([F:13])[cH:11][cH:12]2)[CH2:7][CH2:8]1.[N-:15]=[N+:16]=[N-:17].[OH2:26]>>[CH:2]1([N:15]=[N+:16]=[N-:17])[C:3](=[O:14])[NH:4][c:5]2[c:6]([cH:9][c:10]([F:13])[cH:11][cH:12]2)[CH2:7][CH2:8]1. Reactants: C(C1=CC=CC=C1)OC1=C(C=C(C=C1)OCOC)CC#N (2-(2-benzyloxy-5-methoxymethoxyphenyl)acetonitrile). The reagents and catalysts are [C].[Pd] (palladium carbon). Solvent: O1CCCC1 (tetrahydrofuran). Product: OC1=C(C=C(C=C1)OCOC)CC#N (2-(2-hydroxy-5-methoxymethoxyphenyl)acetonitrile). The yield is 93.5%. Reaction SMILES: C([O:8][C:9]1[CH:14]=[CH:13][C:12]([O:15][CH2:16][O:17][CH3:18])=[CH:11][C:10]=1[CH2:19][C:20]#[N:21])C1C=CC=CC=1>[C].[Pd].O1CCCC1>[OH:8][C:9]1[CH:14]=[CH:13][C:12]([O:15][CH2:16][O:17][CH3:18])=[CH:11][C:10]=1[CH2:19][C:20]#[N:21] |f:1.2|. Procedure: A mixture of 2-(2-benzyloxy-5-methoxymethoxyphenyl)acetonitrile (2.95 g), 5% palladium carbon (2.0 g) and tetrahydrofuran (100 mL) was subjected to catalytic hydrogenation at room temperature and 4.8 atm. After filtering off the catalyst, the solvent was evaporated under reduced pressure to give crystals (1.88 g, 94%) of 2-(2-hydroxy-5-methoxymethoxyphenyl)acetonitrile. Recrystallization from ethyl acetate-hexane gave pale-brown prism crystals. melting point: 68-69° C. Starting materials: FC(C(=O)C1=CN(C2=CC(=CC=C12)SC)C(C)C)(F)F (2,2,2-trifluoro-1-(1-isopropyl-6-methylsulfanyl-1H-indol-3-yl)-ethanone), [OH-].[Na+] (sodium hydroxide). The solvent is O1CCCC1 (tetrahydrofuran). Conditions: temperature 100 celsius. The product is hexanes ethyl acetate, C(C)(C)N1C=C(C2=CC=C(C=C12)SC)C(=O)O (1-isopropyl-6-methylsulfanyl-1H-indole-3-carboxylic acid). The yield is 77.0%. As a reaction SMILES: FC(F)(F)[C:3]([C:5]1[C:13]2[C:8](=[CH:9][C:10]([S:14][CH3:15])=[CH:11][CH:12]=2)[N:7]([CH:16]([CH3:18])[CH3:17])[CH:6]=1)=[O:4].[OH-:21].[Na+]>O1CCCC1>[CH:16]([N:7]1[C:8]2[C:13](=[CH:12][CH:11]=[C:10]([S:14][CH3:15])[CH:9]=2)[C:5]([C:3]([OH:4])=[O:21])=[CH:6]1)([CH3:18])[CH3:17] |f:1.2|. Reported procedure: A solution of 2,2,2-trifluoro-1-(1-isopropyl-6-methylsulfanyl-1H-indol-3-yl)-ethanone (200 mg, 0.77 mmol) in tetrahydrofuran (1 mL) at 25° C. was treated with a 20% aqueous sodium hydroxide solution (2 mL). The mixture was heated at 100° C. for 24 h. At this time, the reaction was cooled to 25° C. and was partitioned between water (40 mL) and ethyl acetate (40 mL). The solution was treated with a 1N aqueous hydrochloric acid solution. The layers were then shaken and separated. The organic layer ...